Dataset: the Open Reaction Database (ORD), a public repository of structured organic reaction records. Task: describe an organic reaction: reactants, conditions, products, and yield The reactants are [Al] (aluminium), C1OC2(C[C@@H]3CC[C@H]4[C@@H]5CC[C@@H]([C@@]5(C)CC[C@@H]4[C@]3([C@H](C2)C)C)O)OC1 (3,3-ethylenedioxy-17β-hydroxy-1α-methyl-5α-androstane), CCOCC (ether). Solvent: C1(=CC=CC=C1)C (toluene), C1(CCCCC1)=O (cyclohexanone), C1(=CC=CC=C1)C (toluene). Product: C1OC2(C[C@@H]3CC[C@H]4[C@@H]5CCC([C@@]5(C)CC[C@@H]4[C@]3([C@H](C2)C)C)=O)OC1 (3,3-ethylenedioxy-1α-methyl-5α-androstan-17-one). The yield is 93.3%. RXN SMILES: [CH2:1]1[CH2:25][O:24][C:3]2([CH2:20][C@H:19]([CH3:21])[C@@:18]3([CH3:22])[C@@H:5]([CH2:6][CH2:7][C@@H:8]4[C@@H:17]3[CH2:16][CH2:15][C@@:13]3([CH3:14])[C@H:9]4[CH2:10][CH2:11][C@@H:12]3[OH:23])[CH2:4]2)[O:2]1.[Al].CCOCC>C1(C)C=CC=CC=1.C1(=O)CCCCC1>[CH2:25]1[CH2:1][O:2][C:3]2([CH2:20][C@H:19]([CH3:21])[C@@:18]3([CH3:22])[C@@H:5]([CH2:6][CH2:7][C@@H:8]4[C@@H:17]3[CH2:16][CH2:15][C@@:13]3([CH3:14])[C@H:9]4[CH2:10][CH2:11][C:12]3=[O:23])[CH2:4]2)[O:24]1. Reported procedure: 55 g of 3,3-ethylenedioxy-17β-hydroxy-1α-methyl-5α-androstane in 550 ml of toluene and 110 ml of cyclohexanone were treated at boiling with a solution of 5.5 g of aluminium isopropylate in 55 ml of toluene and the mixture was heated for 3 hours with slow distillation. The mixture was then treated with ether, washed with ice-cold dilute sulphuric acid and water, evaporated and the residue steam-distilled. After extraction with methylene chloride, the resulting product was recrystallised from diis... The reactants are BrBr (bromine), [OH-].[Na+] (sodium hydroxide), C(C)(=O)C=1C=CC2=C(C(C=3C(=NC=CC3)O2)(C)C)C1 (7-acetyl-5,5-dimethyl-5H-[1]benzopyrano[2,3-b]pyridine). The solvent is O1CCOCC1 (dioxane), O (water). Run at time 15 minute. Yields the product CC1(C2=C(OC3=NC=CC=C31)C=CC(=C2)C(=O)O)C (5,5-dimethyl-5H-[1]benzopyrano[2,3-b]pyridine-7-carboxylic acid). The yield is 78.6%. RXN SMILES: BrBr.[OH-:3].[Na+].[C:5]([C:8]1[CH:9]=[CH:10][C:11]2[O:20][C:15]3=[N:16][CH:17]=[CH:18][CH:19]=[C:14]3[C:13]([CH3:22])([CH3:21])[C:12]=2[CH:23]=1)(=[O:7])C>O.O1CCOCC1>[CH3:21][C:13]1([CH3:22])[C:14]2[C:15](=[N:16][CH:17]=[CH:18][CH:19]=2)[O:20][C:11]2[CH:10]=[CH:9][C:8]([C:5]([OH:7])=[O:3])=[CH:23][C:12]1=2 |f:1.2|. Procedure details: 4.8 g of bromine is added dropwise to a solution of 3.3 g of sodium hydroxide in 28 ml of water at below 0°C, and the mixture is allowed to stand at 0°C for 15 minutes. To the mixture is added dropwise and slowly a solution of 2.4 g of 7-acetyl-5,5-dimethyl-5H-[1]benzopyrano[2,3-b]pyridine in 10 ml of dioxane. The whole mixture is allowed to stand at room temperature for 2 hours, and then the solvent is removed by distillation under reduced pressure. To the residue are added water and benzene, a... Starting materials: C(C)N(CCOC1=CC=C(C=C1)C=C1C(C2=CC=CC=C2C1)=O)CC (2-[[4-[2-(diethylamino)ethoxy]phenyl]methylene]-2,3-dihydro-1H-inden-1-one), CO (methanol), CNN (methyl hydrazine). The product is C(C)N(CCOC1=CC=C(C=C1)C1C2C(=NN1C)C1=CC=CC=C1C2)CC (3-[4-[2-(Diethylamino)ethoxy]phenyl]-2,3,3a,4-tetrahydro-2-methyl-indeno[1,2-c]pyrazole). Reaction SMILES: [CH2:1]([N:3]([CH2:24][CH3:25])[CH2:4][CH2:5][O:6][C:7]1[CH:12]=[CH:11][C:10]([CH:13]=[C:14]2[CH2:22][C:21]3[C:16](=[CH:17][CH:18]=[CH:19][CH:20]=3)[C:15]2=O)=[CH:9][CH:8]=1)[CH3:2].CO.[CH3:28][NH:29][NH2:30]>>[CH2:1]([N:3]([CH2:24][CH3:25])[CH2:4][CH2:5][O:6][C:7]1[CH:12]=[CH:11][C:10]([CH:13]2[N:29]([CH3:28])[N:30]=[C:15]3[C:16]4[C:21]([CH2:22][CH:14]23)=[CH:20][CH:19]=[CH:18][CH:17]=4)=[CH:9][CH:8]=1)[CH3:2]. Procedure: A solution of 26.4 g (0.08 mole) of 2-[[4-[2-(diethylamino)ethoxy]phenyl]methylene]-2,3-dihydro-1H-inden-1-one in 250 ml of methanol containing 3.7 g (0.08 mole) of methyl hydrazine is heated at reflux for 4 hours. After cooling, 9.1 g starting material is recovered. Reactants: C=CC(=O)N1CCc2ccccc2C1C1CCCCC1, CC(C)CCNCCO, CC(C)O. The product is CC(C)CCN(CCO)CCC(=O)N1CCc2ccccc2C1C1CCCCC1. Reaction SMILES: [C:10]([CH:11]=[CH2:12])(=[O:13])[N:14]1[CH:15]([CH:24]2[CH2:25][CH2:26][CH2:27][CH2:28][CH2:29]2)[c:16]2[cH:17][cH:18][cH:19][cH:20][c:21]2[CH2:22][CH2:23]1.[CH2:1]([CH2:2][CH:3]([CH3:4])[CH3:5])[NH:6][CH2:7][CH2:8][OH:9].[CH:30]([OH:31])([CH3:32])[CH3:33]>>[CH2:1]([CH2:2][CH:3]([CH3:4])[CH3:5])[N:6]([CH2:7][CH2:8][OH:9])[CH2:12][CH2:11][C:10](=[O:13])[N:14]1[CH:15]([CH:24]2[CH2:25][CH2:26][CH2:27][CH2:28][CH2:29]2)[c:16]2[cH:17][cH:18][cH:19][cH:20][c:21]2[CH2:22][CH2:23]1.